From a dataset of the Open Reaction Database (ORD), a public repository of structured organic reaction records. describe an organic reaction: reactants, conditions, products, and yield Starting materials: ClC1=NC=CC=C1[N+](=O)[O-] (2-chloro-3-nitropyridine), [Cu](C#N)C#N (copper cyanide), O (water). Solvent: CN(C)C=O (DMF). Run at temperature 100 celsius. Product: C(#N)C1=NC=CC=C1[N+](=O)[O-] (2-cyano-3-nitropyridine). Reaction SMILES: Cl[C:2]1[C:7]([N+:8]([O-:10])=[O:9])=[CH:6][CH:5]=[CH:4][N:3]=1.[Cu](C#N)[C:12]#[N:13].O>CN(C=O)C>[C:12]([C:2]1[C:7]([N+:8]([O-:10])=[O:9])=[CH:6][CH:5]=[CH:4][N:3]=1)#[N:13]. Reported procedure: To a solution of 2-chloro-3-nitropyridine (5 g, 31.6 mmol, 1.0 eq.) in 50 mL of DMF was added copper cyanide (2.47 g, 38 mmol, 1.2 eq.) and the reaction heated to 100° C. for 16 hours. The reaction mixture was cooled to ambient temperature and poured into 100 mL of water. The mixture was extracted with ethyl acetate (3×50 mL) and the combined ethyl acetate portions were dried over soduim sulfate and concentrated. The crude material was chromatographed on silica with 3:7 ethyl acetate/hexanes to ...